From a dataset of the Open Reaction Database (ORD), a public repository of structured organic reaction records. describe an organic reaction: reactants, conditions, products, and yield Reactants: Cc1ccccc1, ClCCl, Cc1cc(N=C=O)c2ccccc2n1, NCC(c1ccccc1)N1CCC(O)(Cc2ccccc2)CC1. Yields the product Cc1cc(NC(=O)NCC(c2ccccc2)N2CCC(O)(Cc3ccccc3)CC2)c2ccccc2n1. RXN SMILES: [CH3:41][c:42]1[cH:43][cH:44][cH:45][cH:46][cH:47]1.[Cl:38][CH2:39][Cl:40].[N:24](=[C:25]=[O:26])[c:27]1[cH:28][c:29]([CH3:37])[n:30][c:31]2[cH:32][cH:33][cH:34][cH:35][c:36]12.[NH2:1][CH2:2][CH:3]([c:4]1[cH:5][cH:6][cH:7][cH:8][cH:9]1)[N:10]1[CH2:11][CH2:12][C:13]([OH:16])([CH2:17][c:18]2[cH:19][cH:20][cH:21][cH:22][cH:23]2)[CH2:14][CH2:15]1>>[NH:1]([CH2:2][CH:3]([c:4]1[cH:5][cH:6][cH:7][cH:8][cH:9]1)[N:10]1[CH2:11][CH2:12][C:13]([OH:16])([CH2:17][c:18]2[cH:19][cH:20][cH:21][cH:22][cH:23]2)[CH2:14][CH2:15]1)[C:25]([NH:24][c:27]1[cH:28][c:29]([CH3:37])[n:30][c:31]2[cH:32][cH:33][cH:34][cH:35][c:36]12)=[O:26].